This data is from the Open Reaction Database (ORD), a public repository of structured organic reaction records. The task is: describe an organic reaction: reactants, conditions, products, and yield Starting materials: B.C1CCOC1 (BH3.THF), ( 60.83 ), ( 12.41 ), NCCNC(=O)C1(CCC1)C#N (1-cyano-cyclobutyl carboxylic acid (2-amino-ethyl) amide), C(CCCCCCCC)N=[N+]=[N-] (C9H19N3), ( 26.36 ). Run in O1CCCC1 (tetrahydrofuran). Run at temperature -2.5 celsius. The product is NCC1(CCC1)CNCCN (N′-((1-(amino methyl)-cyclobutyl)methyl) ethane-1,2-diamine). As a reaction SMILES: [NH2:1][CH2:2][CH2:3][NH:4][C:5]([C:7]1([C:11]#[N:12])[CH2:10][CH2:9][CH2:8]1)=O.B.C1COCC1.C(N=[N+]=[N-])CCCCCCCC>O1CCCC1>[NH2:12][CH2:11][C:7]1([CH2:5][NH:4][CH2:3][CH2:2][NH2:1])[CH2:10][CH2:9][CH2:8]1 |f:1.2|. Procedure details: To compound 2 (5.37 g, 0.083 mol) under N2, tetrahydrofuran (THF, 50 ml) was added by syringe. The mixture was cooled to −5 to 0° C., 1M BH3.THF (50 ml) added by syringe, and then the mixture gradually warmed up and brought to reflux for 36 h. Then the solution was evaporated, the residue dissolved in C2H5OH (100 mL) and 6N HCl (10 mL), and the resulting solution refluxed for 12 h. The solution was evaporated, the residue dissolved in 20 mL of distilled water, acidulated with HCl to pH 2 and the... The reactants are CN1C(=O)C(c2cn(C)c3ccccc23)=C(c2cc(OCCBr)cc3ccoc23)C1=O, CCNCC, CN1CCCC1, CCOC(C)=O. Product: CCN(CC)CCOc1cc(C2=C(c3cn(C)c4ccccc34)C(=O)N(C)C2=O)c2occc2c1. As a reaction SMILES: [Br:1][CH2:2][CH2:3][O:4][c:5]1[cH:6][c:7]([C:14]2=[C:18]([c:19]3[cH:20][n:21]([CH3:28])[c:22]4[cH:23][cH:24][cH:25][cH:26][c:27]34)[C:17](=[O:29])[N:16]([CH3:30])[C:15]2=[O:31])[c:8]2[c:9]([cH:10][cH:11][o:12]2)[cH:13]1.[CH2:32]([CH3:33])[NH:34][CH2:35][CH3:36].[CH3:37][N:38]1[CH2:39][CH2:40][CH2:41][CH2:42]1.[CH3:43][CH2:44][O:45][C:46](=[O:47])[CH3:48]>>[CH2:2]([CH2:3][O:4][c:5]1[cH:6][c:7]([C:14]2=[C:18]([c:19]3[cH:20][n:21]([CH3:28])[c:22]4[cH:23][cH:24][cH:25][cH:26][c:27]34)[C:17](=[O:29])[N:16]([CH3:30])[C:15]2=[O:31])[c:8]2[c:9]([cH:10][cH:11][o:12]2)[cH:13]1)[N:34]([CH2:32][CH3:33])[CH2:35][CH3:36]. The reactants are BrC1=C2C=NNC2=CC(=C1)C(F)(F)F (4-bromo-6-(trifluoromethyl)-1H-indazole), ClC1=CC=C(C(=N1)C)B(O)O ((6-chloro-2-methylpyridin-3-yl)boronic acid). The reagents and catalysts are C1=CC=C(C=C1)P([C-]2C=CC=C2)C3=CC=CC=C3.C1=CC=C(C=C1)P([C-]2C=CC=C2)C3=CC=CC=C3.Cl[Pd]Cl.[Fe+2] (PdCl2(dppf)). Solvent: O1CCOCC1 (dioxane), C(=O)(O)[O-].[Na+] (NaHCO3). Run at temperature 140 celsius. Yields the product ClC1=CC=C(C(=N1)C)C1=C2C=NNC2=CC(=C1)C(F)(F)F (4-(6-chloro-2-methylpyridin-3-yl)-6-(trifluoromethyl)-1H-indazole). Isolated yield 605.6%. As a reaction SMILES: Br[C:2]1[CH:10]=[C:9]([C:11]([F:14])([F:13])[F:12])[CH:8]=[C:7]2[C:3]=1[CH:4]=[N:5][NH:6]2.[Cl:15][C:16]1[N:21]=[C:20]([CH3:22])[C:19](B(O)O)=[CH:18][CH:17]=1>O1CCOCC1.C([O-])(O)=O.[Na+].C1C=CC(P(C2C=CC=CC=2)[C-]2C=CC=C2)=CC=1.C1C=CC(P(C2C=CC=CC=2)[C-]2C=CC=C2)=CC=1.Cl[Pd]Cl.[Fe+2]>[Cl:15][C:16]1[N:21]=[C:20]([CH3:22])[C:19]([C:2]2[CH:10]=[C:9]([C:11]([F:14])([F:13])[F:12])[CH:8]=[C:7]3[C:3]=2[CH:4]=[N:5][NH:6]3)=[CH:18][CH:17]=1 |f:3.4,5.6.7.8|. Procedure details: The reaction was carried out in eight microwave vials. To each vial were added 4-bromo-6-(trifluoromethyl)-1H-indazole (0.5 g, 1.886 mmol), (6-chloro-2-methylpyridin-3-yl)boronic acid (0.3875 g, 2.264 mmol) and PdCl2(dppf) (0.069 g, 0.0944 mmol) in dioxane (12 mL) and aqueous saturated NaHCO3 (3 mL). The resulting light-brown suspensions were each heated at 140° C. for 60 minutes in a microwave reactor. The reaction mixtures were combined and concentrated and the crude residue was diluted with E... Starting materials: S(=O)(Cl)Cl (thionyl chloride), C(=O)(OCC1=CC=CC=C1)N[C@@H](C)C(=O)O (carbobenzoxy-L-alanine), NC1=C(C(=O)C2=C(C=CC=C2)F)C=C(C=C1)[N+](=O)[O-] (2-amino-5-nitro-2'-fluorobenzophenone). The solvent is O1CCCC1 (tetrahydrofuran), O1CCCC1 (tetrahydrofuran). Run at time 40 minute. The product is C(C1=CC=CC=C1)OC(N[C@@H](C)C(NC1=C(C=C(C=C1)[N+](=O)[O-])C(C1=C(C=CC=C1)F)=O)=O)=O ((S)-benzyl-{1-[[2-(o-fluorobenzoyl)-4-nitrophenyl]carbamoyl]ethyl}carbamate). RXN SMILES: [C:1]([NH:11][C@H:12]([C:14]([OH:16])=O)[CH3:13])([O:3][CH2:4][C:5]1[CH:10]=[CH:9][CH:8]=[CH:7][CH:6]=1)=[O:2].S(Cl)(Cl)=O.[NH2:21][C:22]1[CH:36]=[CH:35][C:34]([N+:37]([O-:39])=[O:38])=[CH:33][C:23]=1[C:24]([C:26]1[CH:31]=[CH:30][CH:29]=[CH:28][C:27]=1[F:32])=[O:25]>O1CCCC1>[CH2:4]([O:3][C:1](=[O:2])[NH:11][C@H:12]([C:14](=[O:16])[NH:21][C:22]1[CH:36]=[CH:35][C:34]([N+:37]([O-:39])=[O:38])=[CH:33][C:23]=1[C:24](=[O:25])[C:26]1[CH:31]=[CH:30][CH:29]=[CH:28][C:27]=1[F:32])[CH3:13])[C:5]1[CH:6]=[CH:7][CH:8]=[CH:9][CH:10]=1. Reported procedure: 120 g of carbobenzoxy-L-alanine are dissolved in 800 ml of absolute tetrahydrofuran, treated dropwise while cooling with ice with 70 g of thionyl chloride and stirred for 40 minutes while cooling with ice. There is then rapidly added dropwise thereto a suspension of 100 g (0.38 M) of 2-amino-5-nitro-2'-fluorobenzophenone in 400 ml of absolute tetrahydrofuran and the mixture is stirred at room temperature for 24 hours. The solution obtained is concentrated and the residue is treated with ice and ...